From a dataset of the Open Reaction Database (ORD), a public repository of structured organic reaction records. describe an organic reaction: reactants, conditions, products, and yield The product is NC(C(CCC)C)CCCCCCCCC(C(CCC)C)N (5,14-diamino-4,15-dimethyloctadecane). As a reaction SMILES: NC(CCCCCCCCC(N)C(C)C)C(C)C.C(C1CC=CCCC=CCC(C(C)C)N=N1)(C)C.[CH3:37][CH:38]([CH:42]1[CH2:53][CH:52]=[CH:51][CH2:50][CH2:49][CH:48]=[CH:47][CH2:46][CH:45]([CH:54]([CH2:56][CH2:57][CH3:58])[CH3:55])[N:44]=[N:43]1)[CH2:39][CH2:40][CH3:41]>>[NH2:43][CH:42]([CH2:53][CH2:52][CH2:51][CH2:50][CH2:49][CH2:48][CH2:47][CH2:46][CH:45]([NH2:44])[CH:54]([CH3:55])[CH2:56][CH2:57][CH3:58])[CH:38]([CH3:37])[CH2:39][CH2:40][CH3:41]. Starting materials: NC(C(C)C)CCCCCCCCC(C(C)C)N (3,12-Diamino-2,13-dimethyltetradecane), C(C)(C)C1N=NC(CC=CCCC=CC1)C(C)C (3,12-diisopropyl-1,2-diaza-1,5,9-cyclododecatriene), CC(CCC)C1N=NC(CC=CCCC=CC1)C(C)CCC (3,12-di-(2-pentyl)-1,2-diaza-1,5,9-cyclododecatriene). Yield: 77.4%. Reported procedure: If there are used in the manner described under (a), instead of 250 g (1 mol) of 3,12-diisopropyl-1,2-diaza-1,5,9-cyclododecatriene, 61 g (0.2 mol) of 3,12-di-(2-pentyl)-1,2-diaza-1,5,9-cyclododecatriene (diastereoisomeric mixture) and correspondingly reduced amounts of catalyst and solvent, using otherwise the same procedure, there is obtained, as the main fraction, 48.4 g (77% of theory) of 5,14-diamino-4,15-dimethyloctadecane in the form of colourless oil [b.p. 155°-159° C./0.03 Torr; nD20 =1... Starting materials: COC(CNC=1C=NC=CC1I)=O ((4-iodo-pyridin-3-ylamino)-acetic acid methyl ester), FC1=CC(=C(C=C1F)B(O)O)OC (4,5-difluoro-2-methoxyphenylboronic acid). The solvent is CCCCCCC.CCOC(=O)C (n-heptane EtOAc). Yields the product COC(CNC=1C=NC=CC1C1=C(C=C(C(=C1)F)F)OC)=O ([4-(4,5-Difluoro-2-methoxy-phenyl)-pyridin-3-ylamino]-acetic acid methyl ester). As a reaction SMILES: [CH3:1][O:2][C:3](=[O:13])[CH2:4][NH:5][C:6]1[CH:7]=[N:8][CH:9]=[CH:10][C:11]=1I.[F:14][C:15]1[C:20]([F:21])=[CH:19][C:18](B(O)O)=[C:17]([O:25][CH3:26])[CH:16]=1>CCCCCCC.CCOC(C)=O>[CH3:1][O:2][C:3](=[O:13])[CH2:4][NH:5][C:6]1[CH:7]=[N:8][CH:9]=[CH:10][C:11]=1[C:18]1[CH:19]=[C:20]([F:21])[C:15]([F:14])=[CH:16][C:17]=1[O:25][CH3:26] |f:2.3|. Procedure details: The title compound was prepared in analogy to example 72, from (4-iodo-pyridin-3-ylamino)-acetic acid methyl ester and 4,5-difluoro-2-methoxyphenylboronic acid (CAS RN 870777-32-5) and using a gradient of n-heptane:EtOAc (100:0 to 0:100) for the chromatographic purification. Light yellow oil (82%). MS (ESI): m/z=309.104 [M+H]+. Reactants: NC(=O)c1cnc(Cl)cn1, O=P(Cl)(Cl)Cl. Product: N#Cc1cnc(Cl)cn1. RXN SMILES: [Cl:1][c:2]1[n:3][cH:4][c:5]([C:8](=[O:9])[NH2:10])[n:6][cH:7]1.[P:11]([Cl:12])([Cl:13])([Cl:14])=[O:15]>>[Cl:1][c:2]1[n:3][cH:4][c:5]([C:8]#[N:10])[n:6][cH:7]1. Reactants: IC1=CC(=C(OCCN2CCCC2)C=C1)CC (1-[2-(4-iodo-2-ethylphenoxy)ethyl]pyrrolidine), ClC1=CC=C(C=C1)C=1C=CC(=NC1)C#C (5-(4-chlorophenyl)-2-ethynylpyridine). The product is ClC1=CC=C(C=C1)C=1C=CC(=NC1)C#CC1=CC(=C(C=C1)OCCN1CCCC1)CC (5-(4-chlorophenyl)-2-[3-ethyl-4-(2-pyrrolidin-1-ylethoxy)phenylethynyl]pyridine). Reaction SMILES: I[C:2]1[CH:15]=[CH:14][C:5]([O:6][CH2:7][CH2:8][N:9]2[CH2:13][CH2:12][CH2:11][CH2:10]2)=[C:4]([CH2:16][CH3:17])[CH:3]=1.[Cl:18][C:19]1[CH:24]=[CH:23][C:22]([C:25]2[CH:26]=[CH:27][C:28]([C:31]#[CH:32])=[N:29][CH:30]=2)=[CH:21][CH:20]=1>>[Cl:18][C:19]1[CH:20]=[CH:21][C:22]([C:25]2[CH:26]=[CH:27][C:28]([C:31]#[C:32][C:2]3[CH:15]=[CH:14][C:5]([O:6][CH2:7][CH2:8][N:9]4[CH2:13][CH2:12][CH2:11][CH2:10]4)=[C:4]([CH2:16][CH3:17])[CH:3]=3)=[N:29][CH:30]=2)=[CH:23][CH:24]=1. Procedure: The product was obtained analogously to Example 7.1e starting from 1-[2-(4-iodo-2-ethylphenoxy)ethyl]pyrrolidine and 5-(4-chlorophenyl)-2-ethynylpyridine. Yield: 44 mg (12% of theoretical); C27H27ClN2O (M=430.969); calc.: molpeak (M+H)+: 431/433 (Cl); found: molpeak (M+H)+: 431/433 (Cl); HPLC-MS: 5.74 minutes (method A). Reactants: O1C(CCCC1)OCCCCCCCCCCOCC(COCCCCCCCCCCOC1OCCCC1)OCCCCCCCCCCOC1OCCCC1 (1,2,3-tris(10-[tetrahydropyranyloxy]decyloxy)propane), C[Si](C)(C)OS(=O)(=O)O[Si](C)(C)C (bis(trimethylsilyl)sulphate). Solvent: CO (methanol). Run at time 2 hour. Yields the product OCCCCCCCCCCOCC(COCCCCCCCCCCO)OCCCCCCCCCCO (1,2,3-tris(10-hydroxydecyloxy)propane). The yield is 79.2%. Reaction SMILES: O1CCCCC1[O:7][CH2:8][CH2:9][CH2:10][CH2:11][CH2:12][CH2:13][CH2:14][CH2:15][CH2:16][CH2:17][O:18][CH2:19][CH:20]([O:40][CH2:41][CH2:42][CH2:43][CH2:44][CH2:45][CH2:46][CH2:47][CH2:48][CH2:49][CH2:50][O:51]C1CCCCO1)[CH2:21][O:22][CH2:23][CH2:24][CH2:25][CH2:26][CH2:27][CH2:28][CH2:29][CH2:30][CH2:31][CH2:32][O:33]C1CCCCO1.C[Si](OS(O[Si](C)(C)C)(=O)=O)(C)C>CO>[OH:7][CH2:8][CH2:9][CH2:10][CH2:11][CH2:12][CH2:13][CH2:14][CH2:15][CH2:16][CH2:17][O:18][CH2:19][CH:20]([O:40][CH2:41][CH2:42][CH2:43][CH2:44][CH2:45][CH2:46][CH2:47][CH2:48][CH2:49][CH2:50][OH:51])[CH2:21][O:22][CH2:23][CH2:24][CH2:25][CH2:26][CH2:27][CH2:28][CH2:29][CH2:30][CH2:31][CH2:32][OH:33]. Procedure details: A mixture of 13 g 1,2,3-tris(10-[tetrahydropyranyloxy]decyloxy)propane, 1 g bis(trimethylsilyl)sulphate and 250 ml methanol is stirred at room temperature for 2 hours. The reaction mixture is evaporated down. The residue is purified by column chromatography on silica gel using hexane/ethyl acetate (1/1 v/v) as eluent and recrystallisation from acetonitrile to yield 7.1 g of 1,2,3-tris(10-hydroxydecyloxy)propane. The reactants are CCBr, O=C([O-])[O-], CCOC(=O)c1coc2cc(O)ccc12, [Cs+], [Cs+], CN(C)C=O. Product: CCOC(=O)c1coc2cc(OCC)ccc12. Reaction SMILES: [Br:16][CH2:17][CH3:18].[C:19](=[O:20])([O-:21])[O-:22].[CH2:1]([CH3:2])[O:3][C:4](=[O:5])[c:6]1[cH:7][o:8][c:9]2[c:10]1[cH:11][cH:12][c:13]([OH:15])[cH:14]2.[Cs+:23].[Cs+:24].[O:25]=[CH:26][N:27]([CH3:28])[CH3:29]>>[CH2:1]([CH3:2])[O:3][C:4](=[O:5])[c:6]1[cH:7][o:8][c:9]2[c:10]1[cH:11][cH:12][c:13]([O:15][CH2:17][CH3:18])[cH:14]2. The reactants are O (Water), C(C)(C)(C)OC(=O)N1CC2=CC(=CC=C2CC1)O (7-hydroxy-3,4-dihydro-1H-isoquinoline-2-carboxylic acid tert-butyl ester), C([O-])([O-])=O.[K+].[K+] (potassium carbonate), CI (methyl iodide). The solvent is CN(C=O)C (N,N-dimethylformamide). Run at time 24 hour. The product is C(C)(C)(C)OC(=O)N1CC2=CC(=CC=C2CC1)OC (7-Methoxy-3,4-dihydro-1H-isoquinoline-2-carboxylic acid tert-butyl ester). Reaction SMILES: [C:1]([O:5][C:6]([N:8]1[CH2:17][CH2:16][C:15]2[C:10](=[CH:11][C:12]([OH:18])=[CH:13][CH:14]=2)[CH2:9]1)=[O:7])([CH3:4])([CH3:3])[CH3:2].[C:19](=O)([O-])[O-].[K+].[K+].CI.O>CN(C)C=O>[C:1]([O:5][C:6]([N:8]1[CH2:17][CH2:16][C:15]2[C:10](=[CH:11][C:12]([O:18][CH3:19])=[CH:13][CH:14]=2)[CH2:9]1)=[O:7])([CH3:4])([CH3:2])[CH3:3] |f:1.2.3|. Procedure: To a stirred mixture of 2.5 g of 7-hydroxy-3,4-dihydro-1H-isoquinoline-2-carboxylic acid tert-butyl ester and 2.8 g of powdered potassium carbonate in 25 mL of dry N,N-dimethylformamide was added methyl iodide (0.94 mL) at 5° C. Stirring was continued for 24 hours at room temperature. Water was added and the mixture was extracted with ethyl acetate. The combined organic extracts were washed with water and brine, dried (sodium sulfate) and the solvent was removed in vacuo. The crude product (2.7 ...